From a dataset of the Open Reaction Database (ORD), a public repository of structured organic reaction records. describe an organic reaction: reactants, conditions, products, and yield Starting materials: ClC1=NC2=C(C=C(C=C2C(=N1)O)F)I (2-chloro-6-fluoro-8-iodoquinazolin-4-ol), ClC=1C=C(N)C=CC1Cl (3,4-dichloroaniline), CN1C(CCC1)=O (N-methylpyrrolidone), ClC=1C=C(C=CC1Cl)NC1=NC2=C(C=C(C=C2C(=N1)O)F)I (2-((3,4-Dichlorophenyl)amino)-6-fluoro-8-iodoquinazolin-4-ol). Product: CC1=CC=C(C=C1)/C=C/C=1C=C(C=C2C(=NC(=NC12)NC1=CC(=C(C=C1)Cl)Cl)O)F (8-((1E)-2-(4-Methylphenyl)vinyl)-2-((3,4-dichlorophenyl)amino)-6-fluoroquinazolin-4-ol). RXN SMILES: [Cl:1][C:2]1[CH:3]=[C:4]([NH:9][C:10]2[N:19]=[C:18]([OH:20])[C:17]3[C:12](=[C:13](I)[CH:14]=[C:15]([F:21])[CH:16]=3)[N:11]=2)[CH:5]=[CH:6][C:7]=1[Cl:8].ClC1N=C(O)[C:31]2[C:26](=[C:27](I)[CH:28]=C(F)[CH:30]=2)N=1.ClC1C=C(C=CC=1Cl)N.CN1[CH2:51][CH2:50][CH2:49][C:48]1=O>>[CH3:48][C:49]1[CH:28]=[CH:27][C:26](/[CH:31]=[CH:30]/[C:13]2[CH:14]=[C:15]([F:21])[CH:16]=[C:17]3[C:12]=2[N:11]=[C:10]([NH:9][C:4]2[CH:5]=[CH:6][C:7]([Cl:8])=[C:2]([Cl:1])[CH:3]=2)[N:19]=[C:18]3[OH:20])=[CH:51][CH:50]=1. Reported procedure: 2-((3,4-Dichlorophenyl)amino)-6-fluoro-8-iodoquinazolin-4-ol. A solution of 2-chloro-6-fluoro-8-iodoquinazolin-4-ol (3.0 g) and 3,4-dichloroaniline (4.49 g) in N-methylpyrrolidone (60 mL) was heated to 120° C. for 3.5 h. After cooling to room temperature, the reaction mixture was quenched into ice/water. The precipitate which formed was isolated by filtration, washed with water and dried to afford the title compound as a light yellow solid (3.32 g). 1H NMR (300 MHz, DMSO-d6): δ11.23 (brs, 1H), 9... As a reaction SMILES: [BH3:19].[Br:1][c:2]1[cH:3][cH:4][c:5](-[c:8]2[n:9][c:10]([C:14]#[N:15])[cH:11][cH:12][cH:13]2)[cH:6][cH:7]1.[CH3:16][S:17][CH3:18].[O:20]1[CH2:21][CH2:22][CH2:23][CH2:24]1>>[Br:1][c:2]1[cH:3][cH:4][c:5](-[c:8]2[n:9][c:10]([CH2:14][NH2:15])[cH:11][cH:12][cH:13]2)[cH:6][cH:7]1. Starting materials: B, N#Cc1cccc(-c2ccc(Br)cc2)n1, CSC, C1CCOC1. The product is NCc1cccc(-c2ccc(Br)cc2)n1. Starting materials: N12CCCCCC2=NCCC1 (1,8-diazabicyclo[5.4.0]undec-7-ene), COC1=C(C(=O)O)C(=CC=C1)OC (2,6-dimethoxybenzoic acid). Run in C(OC)(OC)=O (dimethyl carbonate), CCOC(=O)C (EtOAc), O (water). Conditions: temperature 90 celsius. Yields the product COC1=C(C(=O)OC)C(=CC=C1)OC (methyl 2,6-dimethoxybenzoate). RXN SMILES: N12CCCN=C1CCCC[CH2:2]2.[CH3:12][O:13][C:14]1[CH:22]=[CH:21][CH:20]=[C:19]([O:23][CH3:24])[C:15]=1[C:16]([OH:18])=[O:17]>C(=O)(OC)OC.CCOC(C)=O.O>[CH3:24][O:23][C:19]1[CH:20]=[CH:21][CH:22]=[C:14]([O:13][CH3:12])[C:15]=1[C:16]([O:18][CH3:2])=[O:17]. Procedure: 1,8-diazabicyclo[5.4.0]undec-7-ene (DBU), (836 mg, 5.49 mmol), was added to a mixture of 2,6-dimethoxybenzoic acid (1), (1.0 g, 5.49 mmol), in dimethyl carbonate (DMC) (10 mL) and the resulting mixture was heated to reflux at 90° C. for 4 hours. The reaction mixture was cooled to 25° C. and diluted with EtOAc (30 mL) and water (30 mL). The organic layer was separated and washed in sequence with 10 mL of water, 2 M HCl (2×30 mL), saturated aqueous NaHCO3 (2×30 mL) and water (2×25 mL). The organic... Reactants: C(C(C)C)(=O)NC=1C=CC(=C(C1)C1CCN(CC1)C(=O)OC(C)(C)C)C (tert-butyl 4-[5-(isobutyrylamino)-2-methylphenyl]-1-piperidinecarboxylate), C(=O)(C(F)(F)F)O (TFA). Run in C(Cl)Cl (CH2Cl2). Conditions: time 2 hour. The product is CC(C(=O)NC1=CC(=C(C=C1)C)C1CCNCC1)C (2-methyl-N-[4-methyl-3-(4-piperidinyl)phenyl]propanamide). Isolated yield 78.5%. As a reaction SMILES: [C:1]([NH:6][C:7]1[CH:8]=[CH:9][C:10]([CH3:26])=[C:11]([CH:13]2[CH2:18][CH2:17][N:16](C(OC(C)(C)C)=O)[CH2:15][CH2:14]2)[CH:12]=1)(=[O:5])[CH:2]([CH3:4])[CH3:3].C(O)(C(F)(F)F)=O>C(Cl)Cl>[CH3:3][CH:2]([CH3:4])[C:1]([NH:6][C:7]1[CH:8]=[CH:9][C:10]([CH3:26])=[C:11]([CH:13]2[CH2:18][CH2:17][NH:16][CH2:15][CH2:14]2)[CH:12]=1)=[O:5]. Reported procedure: Into a solution of tert-butyl 4-[5-(isobutyrylamino)-2-methylphenyl]-1-piperidinecarboxylate (335 mg, 0.930 mmol) in CH2Cl2 (10.0 mL) was added TFA (10.0 mL) at room temperature. The reaction mixture was stirred for 2 h and concentrated in vacuo. The residue was dissolved in 20 mL of CHCl3/i-PrOH (3:1) and was basified with 5% KOH solution (10 mL). The aqueous layer was extracted with CHCl3/i-PrOH (3:1, 3×10 mL). The combined organic extracts were washed with brine, dried over MgSO4, filtered an... The reactants are Compound II, ClC1=CC=C(CNC(=O)NN(C)CC(=O)O)C=C1 (2-(2-(4-chlorobenzylcarbamoyl)-1-methylhydrazinyl)acetic acid), N[C@H](C(=O)N([C@H](C(OCC)OCC)C)CC=1C2=C(SC1)C=CC=C2)C ((S)-2-amino-N-(benzo[b]thiophen-3-ylmethyl)-N—((S)-1,1-diethoxypropan-2-yl)propanamide). The product is ClC1=CC=C(CNC(NN(C)CC(=O)N[C@H](C(=O)N([C@H](C(OCC)OCC)C)CC=2C3=C(SC2)C=CC=C3)C)=O)C=C1 (4-(4-chlorobenzyl)-1-(2-((S)-1-((benzo[b]thiophen-3-ylmethyl)((S)-1,1-diethoxypropan-2-yl)amino)-1-oxopropan-2-ylamino)-2-oxoethyl)-1-methylsemicarbazide). RXN SMILES: [Cl:1][C:2]1[CH:18]=[CH:17][C:5]([CH2:6][NH:7][C:8]([NH:10][N:11]([CH2:13][C:14]([OH:16])=O)[CH3:12])=[O:9])=[CH:4][CH:3]=1.[NH2:19][C@@H:20]([CH3:43])[C:21]([N:23]([CH2:33][C:34]1[C:35]2[CH:42]=[CH:41][CH:40]=[CH:39][C:36]=2[S:37][CH:38]=1)[C@@H:24]([CH3:32])[CH:25]([O:29][CH2:30][CH3:31])[O:26][CH2:27][CH3:28])=[O:22]>>[Cl:1][C:2]1[CH:3]=[CH:4][C:5]([CH2:6][NH:7][C:8](=[O:9])[NH:10][N:11]([CH2:13][C:14]([NH:19][C@@H:20]([CH3:43])[C:21]([N:23]([CH2:33][C:34]2[C:35]3[CH:42]=[CH:41][CH:40]=[CH:39][C:36]=3[S:37][CH:38]=2)[C@@H:24]([CH3:32])[CH:25]([O:29][CH2:30][CH3:31])[O:26][CH2:27][CH3:28])=[O:22])=[O:16])[CH3:12])=[CH:17][CH:18]=1. Reported procedure: According to the procedure described in the synthesis method of Compound II-15, 2-(2-(4-chlorobenzylcarbamoyl)-1-methylhydrazinyl)acetic acid (Compound VI-7) 112 mg (0.41 mmol) was coupled with (S)-2-amino-N-(benzo[b]thiophen-3-ylmethyl)-N—((S)-1,1-diethoxypropan-2-yl)propanamide (Compound IV-12) 100 mg (0.27 mmol) to obtain the title compound. Starting materials: C(=NC1CCCCC1)=NC1CCCCC1, Cl, N=C(N)NCC1CCC(C(=O)O)CC1, Oc1ccccc1, c1ccncc1. The product is Cl, N=C(N)NCC1CCC(C(=O)Oc2ccccc2)CC1. RXN SMILES: [CH:23]1([N:24]=[C:25]=[N:26][CH:27]2[CH2:28][CH2:29][CH2:30][CH2:31][CH2:32]2)[CH2:33][CH2:34][CH2:35][CH2:36][CH2:37]1.[ClH:1].[NH:2]([C:3](=[NH:4])[NH2:5])[CH2:6][CH:7]1[CH2:8][CH2:9][CH:10]([C:13](=[O:14])[OH:15])[CH2:11][CH2:12]1.[OH:16][c:17]1[cH:18][cH:19][cH:20][cH:21][cH:22]1.[cH:38]1[cH:39][cH:40][n:41][cH:42][cH:43]1>>[ClH:1].[NH:2]([C:3](=[NH:4])[NH2:5])[CH2:6][CH:7]1[CH2:8][CH2:9][CH:10]([C:13](=[O:14])[O:15][c:17]2[cH:18][cH:19][cH:20][cH:21][cH:22]2)[CH2:11][CH2:12]1.